From a dataset of the Open Reaction Database (ORD), a public repository of structured organic reaction records. describe an organic reaction: reactants, conditions, products, and yield Reaction conditions: temperature 115 celsius. Yields the product C1(=C(C=CC=C1)NCCCCCCCC\C=C/CCCCCCCCC=1N=NNC1)C (Tolyltriazole-Oleyl amine). Reactants: C(=O)C=O (Glyoxal), C1(=C(C=CC=C1)C=1N=NNC1)C (tolyltriazole), C(CCCCCCC\C=C/CCCCCCCC)N (oleyl amine), C(C)O (ethanol), C1(=CC=CC=C1)C (toluene). Procedure: Approximately 80 grams (0.6 mole) tolyltriazole (Sherwin Williams Co.), 167 grams (0.6 mole) oleyl amine (Armak-O, Armak Chemical Co.), 100 ml ethanol, and 100 ml toluene were charged to a 1 liter flask equipped with an agitator, Dean-Stark apparatus and dropping funnel. This mixture was stirred to a homogeneous mixture. Glyoxal (43.5 grams, 0.3 mole, 40% in water) was added dropwise and then stirred at room temperature for 12 hours. Water was then azeotropically removed by heating to 115° C. Th... RXN SMILES: [C:1]1([CH3:12])[CH:6]=[CH:5][CH:4]=[CH:3][C:2]=1[C:7]1[N:8]=[N:9][NH:10][CH:11]=1.[CH2:13]([NH2:31])[CH2:14][CH2:15][CH2:16][CH2:17][CH2:18][CH2:19][CH2:20]/[CH:21]=[CH:22]\[CH2:23]CCCCCCC.C(O)C.C(C=O)=O.[C:39]1([CH3:45])[CH:44]=[CH:43][CH:42]=[CH:41][CH:40]=1>>[C:39]1([CH3:45])[CH:44]=[CH:43][CH:42]=[CH:41][C:40]=1[NH:31][CH2:13][CH2:14][CH2:15][CH2:16][CH2:17][CH2:18][CH2:19][CH2:20]/[CH:21]=[CH:22]\[CH2:23][CH2:12][CH2:1][CH2:6][CH2:5][CH2:4][CH2:3][CH2:2][C:7]1[N:8]=[N:9][NH:10][CH:11]=1.